This data is from the Open Reaction Database (ORD), a public repository of structured organic reaction records. The task is: describe an organic reaction: reactants, conditions, products, and yield Reactants: N1=CC=CC=C1 (pyridine), BrC1=CC=C(C=C1)O (4-bromophenol), C(C)(=O)OC(C)=O (acetic anhydride), O (water). The solvent is CCOCC (ether). Run at time 12 hour. The product is C(C)(=O)OC1=CC=C(C=C1)Br (1-Acetoxy-4-bromobenzene). RXN SMILES: N1C=CC=CC=1.[Br:7][C:8]1[CH:13]=[CH:12][C:11]([OH:14])=[CH:10][CH:9]=1.[C:15](OC(=O)C)(=[O:17])[CH3:16].O>CCOCC>[C:15]([O:14][C:11]1[CH:12]=[CH:13][C:8]([Br:7])=[CH:9][CH:10]=1)(=[O:17])[CH3:16]. Procedure: A one-necked, 25-mL, round-bottomed flask equipped with an argon inlet adapter was charged with 5 mL pyridine, 4-bromophenol (1.00 g, 5.78 mmol), and acetic anhydride (2.80 g, 27.4 mmol). The resulting mixture was stirred for 12 h at room temperature. A mixture of water (20 mL) and ether (50 mL) was added and the resulting organic phase was washed with a second 20-mL portion of water. The organic phase was dried over MgSO4, filtered, and concentrated to provide a colorless oil: Starting materials: CC(=O)O, CON(C)C(=O)Cc1cccc(C(F)(F)F)c1, COP(C)(=O)OC, Cc1ccccc1, [Li]CCCC, O. Yields the product COP(=O)(CC(=O)Cc1cccc(C(F)(F)F)c1)OC. As a reaction SMILES: [C:30]([OH:31])(=[O:32])[CH3:33].[CH3:13][O:14][N:15]([C:16]([CH2:17][c:18]1[cH:19][c:20]([C:24]([F:25])([F:26])[F:27])[cH:21][cH:22][cH:23]1)=[O:28])[CH3:29].[CH3:1][P:2]([O:3][CH3:4])([O:5][CH3:6])=[O:7].[CH3:34][c:35]1[cH:36][cH:37][cH:38][cH:39][cH:40]1.[CH3:8][CH2:9][CH2:10][CH2:11][Li:12].[OH2:41]>>[CH2:1]([P:2]([O:3][CH3:4])([O:5][CH3:6])=[O:7])[C:16]([CH2:17][c:18]1[cH:19][c:20]([C:24]([F:25])([F:26])[F:27])[cH:21][cH:22][cH:23]1)=[O:28]. The reactants are Cc1cn2c(=O)c(OCc3ccccc3)c(C(=O)O)nc2s1, Cl, NCC(=O)Cc1ccc(Cl)c(Cl)c1. The product is Cc1cn2c(=O)c(OCc3ccccc3)c(C(=O)NCC(=O)Cc3ccc(Cl)c(Cl)c3)nc2s1. RXN SMILES: [CH2:1]([c:2]1[cH:3][cH:4][cH:5][cH:6][cH:7]1)[O:8][c:9]1[c:10]([C:20](=[O:21])[OH:22])[n:11][c:12]2[n:13]([c:14]1=[O:15])[cH:16][c:17]([CH3:19])[s:18]2.[ClH:23].[NH2:24][CH2:25][C:26]([CH2:27][c:28]1[cH:29][c:30]([Cl:35])[c:31]([Cl:34])[cH:32][cH:33]1)=[O:36]>>[CH2:1]([c:2]1[cH:3][cH:4][cH:5][cH:6][cH:7]1)[O:8][c:9]1[c:10]([C:20](=[O:21])[NH:24][CH2:25][C:26]([CH2:27][c:28]2[cH:29][c:30]([Cl:35])[c:31]([Cl:34])[cH:32][cH:33]2)=[O:36])[n:11][c:12]2[n:13]([c:14]1=[O:15])[cH:16][c:17]([CH3:19])[s:18]2. Reactants: BrC1=C(C=C(C(=C1)Br)O)N1N=C(N(C1=O)C(F)F)C (1-(2,4-dibromo-5-hydroxyphenyl)-4-difluoromethyl-4,5-dihydro-3-methyl-1,2,4-triazol-5(1H)-one), BrC(C(=O)OCC)C (ethyl 2-bromopropionate), resultant mixture. Run in C(C)OCC (diethyl ether), CN(C=O)C (N,N-dimethylformamide). Conditions: time 2 hour. Product: BrC1=C(OC(C(=O)OCC)C)C=C(C(=C1)Br)N1N=C(N(C1=O)C(F)F)C (ethyl 2-[2,4-dibromo-5-(4-difluoromethyl-4,5-dihydro-3-methyl-5-oxo-1H-1,2,4-triazol-1-yl)phenoxy]propionate). The yield is 64.6%. RXN SMILES: [Br:1][C:2]1[CH:7]=[C:6]([Br:8])[C:5]([OH:9])=[CH:4][C:3]=1[N:10]1[C:14](=[O:15])[N:13]([CH:16]([F:18])[F:17])[C:12]([CH3:19])=[N:11]1.Br[CH:21]([CH3:27])[C:22]([O:24][CH2:25][CH3:26])=[O:23]>CN(C)C=O.C(OCC)C>[Br:8][C:6]1[CH:7]=[C:2]([Br:1])[C:3]([N:10]2[C:14](=[O:15])[N:13]([CH:16]([F:17])[F:18])[C:12]([CH3:19])=[N:11]2)=[CH:4][C:5]=1[O:9][CH:21]([CH3:27])[C:22]([O:24][CH2:25][CH3:26])=[O:23]. Procedure: To a stirred solution of 1.25 g (0.0031 mole) of 1-(2,4-dibromo-5-hydroxyphenyl)-4-difluoromethyl-4,5-dihydro-3-methyl-1,2,4-triazol-5(1H)-one in 60 mL of N,N-dimethylformamide was added 0.57 g (0.0033 mole) of ethyl 2-bromopropionate. The resultant mixture was heated at 130° . for two hours, then was cooled. The solvent was evaporated from the mixture under reduced pressure, leaving a solid. This solid was dissolved in diethyl ether, and the solution was washed first with water, then with an aq... Starting materials: BrC/C=C/COC[C@@H]1CC[C@H](CC1)CN(S(=O)(=O)C1=CC=C(C=C1)C(F)(F)F)C (trans-N-[4-(4-bromo-(E)-but-2-enyloxymethyl)-cyclohexylmethyl]-N-methyl-4-trifluoromethyl-benzenesulfonamide), C(C)NCCO (ethyl-(2-hydroxy-ethyl)-amine). The solvent is CN(C(C)=O)C (N,N-dimethylacetamide). Product: C(C)N(C/C=C/COC[C@@H]1CC[C@H](CC1)CN(S(=O)(=O)C1=CC=C(C=C1)C(F)(F)F)C)CCO (trans-N-(4-{4-[ethyl-(2-hydroxy-ethyl)-amino]-(E)-but-2-enyloxymethyl}-cyclohexylmethyl)-N-methyl-4-trifluoromethyl-benzenesulfonamide). Reaction SMILES: Br[CH2:2]/[CH:3]=[CH:4]/[CH2:5][O:6][CH2:7][C@H:8]1[CH2:13][CH2:12][C@H:11]([CH2:14][N:15]([CH3:29])[S:16]([C:19]2[CH:24]=[CH:23][C:22]([C:25]([F:28])([F:27])[F:26])=[CH:21][CH:20]=2)(=[O:18])=[O:17])[CH2:10][CH2:9]1.[CH2:30]([NH:32][CH2:33][CH2:34][OH:35])[CH3:31]>CN(C)C(=O)C>[CH2:30]([N:32]([CH2:33][CH2:34][OH:35])[CH2:2]/[CH:3]=[CH:4]/[CH2:5][O:6][CH2:7][C@H:8]1[CH2:13][CH2:12][C@H:11]([CH2:14][N:15]([CH3:29])[S:16]([C:19]2[CH:24]=[CH:23][C:22]([C:25]([F:28])([F:27])[F:26])=[CH:21][CH:20]=2)(=[O:18])=[O:17])[CH2:10][CH2:9]1)[CH3:31]. Reported procedure: In analogy to the method described in example 12.1, trans-N-[4-(4-bromo-(E)-but-2-enyloxymethyl)-cyclohexylmethyl]-N-methyl-4-trifluoromethyl-benzenesulfonamide was reacted with ethyl-(2-hydroxy-ethyl)-amine in N,N-dimethylacetamide at room temperature to yield trans-N-(4-{4-[ethyl-(2-hydroxy-ethyl)-amino]-(E)-but-2-enyloxymethyl}-cyclohexylmethyl)-N-methyl-4-trifluoromethyl-benzenesulfonamide as light yellow solid, MS: 507 (MH+). Starting materials: C(C)(C)(C)OC(=O)N1CCC(CC1)NC1=CC=C(C=C1)OCC (1-(tert-Butoxycarbonyl)-4-[(4-ethoxyphenyl)amino]piperidine), ClCC=1C=C(C=NC1)C1=CC(=C(C(=C1)OC)OC)OC (5-chloromethyl-3-(3,4,5-trimethoxyphenyl)pyridine). Yields the product C(C)(C)(C)OC(=O)N1CCC(CC1)N(CC=1C=C(C=NC1)C1=CC(=C(C(=C1)OC)OC)OC)C1=CC=C(C=C1)OCC (1-(tert-Butoxycarbonyl)-4-[N-(4-ethoxyphenyl)-N-[[3-(3,4,5-trimethoxyphenyl)pyridin-5-yl]methyl]amino]piperidine). Reaction SMILES: [C:1]([O:5][C:6]([N:8]1[CH2:13][CH2:12][CH:11]([NH:14][C:15]2[CH:20]=[CH:19][C:18]([O:21][CH2:22][CH3:23])=[CH:17][CH:16]=2)[CH2:10][CH2:9]1)=[O:7])([CH3:4])([CH3:3])[CH3:2].Cl[CH2:25][C:26]1[CH:27]=[C:28]([C:32]2[CH:37]=[C:36]([O:38][CH3:39])[C:35]([O:40][CH3:41])=[C:34]([O:42][CH3:43])[CH:33]=2)[CH:29]=[N:30][CH:31]=1>>[C:1]([O:5][C:6]([N:8]1[CH2:13][CH2:12][CH:11]([N:14]([C:15]2[CH:20]=[CH:19][C:18]([O:21][CH2:22][CH3:23])=[CH:17][CH:16]=2)[CH2:25][C:26]2[CH:27]=[C:28]([C:32]3[CH:37]=[C:36]([O:38][CH3:39])[C:35]([O:40][CH3:41])=[C:34]([O:42][CH3:43])[CH:33]=3)[CH:29]=[N:30][CH:31]=2)[CH2:10][CH2:9]1)=[O:7])([CH3:4])([CH3:3])[CH3:2]. Procedure: 1-(tert-Butoxycarbonyl)-4-[(4-ethoxyphenyl)amino]piperidine (641 mg) and 5-chloromethyl-3-(3,4,5-trimethoxyphenyl)pyridine (588 mg) was treated in the same manner as described in Example 9 to give light yellow amorphous of the title compound. Reactants: [Al+3], O=C([O-])C(=O)[O-], O=C(O)C(=O)O, C1CCOC1, COC(=O)CCCOc1ccc(-c2sc3ccc(OC)cc3c2Cc2ccc(CN3CCCC3)c(OC)c2)cc1, ClCCl, [H-], [H-], [H-], [H-], [Li+]. Yields the product O=C(O)C(=O)O, COc1ccc2sc(-c3ccc(OCCCCO)cc3)c(Cc3ccc(CN4CCCC4)c(OC)c3)c2c1. RXN SMILES: [Al+3:2].[C:61]([O-:62])(=[O:63])[C:64]([O-:65])=[O:66].[C:7]([C:8](=[O:9])[OH:10])(=[O:11])[OH:12].[CH2:53]1[O:54][CH2:55][CH2:56][CH2:57]1.[CH3:13][O:14][c:15]1[cH:16][c:17]2[c:18]([s:19][c:20](-[c:37]3[cH:38][cH:39][c:40]([O:41][CH2:42][CH2:43][CH2:44][C:45](=[O:46])[O:47][CH3:48])[cH:49][cH:50]3)[c:21]2[CH2:22][c:23]2[cH:24][c:25]([O:35][CH3:36])[c:26]([CH2:29][N:30]3[CH2:31][CH2:32][CH2:33][CH2:34]3)[cH:27][cH:28]2)[cH:51][cH:52]1.[Cl:58][CH2:59][Cl:60].[H-:1].[H-:4].[H-:5].[H-:6].[Li+:3]>>[C:7]([C:8](=[O:9])[OH:10])(=[O:11])[OH:12].[CH3:13][O:14][c:15]1[cH:16][c:17]2[c:18]([s:19][c:20](-[c:37]3[cH:38][cH:39][c:40]([O:41][CH2:42][CH2:43][CH2:44][CH2:45][OH:46])[cH:49][cH:50]3)[c:21]2[CH2:22][c:23]2[cH:24][c:25]([O:35][CH3:36])[c:26]([CH2:29][N:30]3[CH2:31][CH2:32][CH2:33][CH2:34]3)[cH:27][cH:28]2)[cH:51][cH:52]1. Starting materials: C[Mg]Br (methylmagnesium bromide), solution, C(C)(C)(C)C1=C(C=C(C(=C1O[SiH](C)C)Br)OC)CC1C(CC=CC1=O)(C)C (6-[2'-(tert-Butyl)dimethylsilyloxy-4'-bromo-5'methoxyphenyl]methyl-5,5-dimethylcyclohex-2 -en-1-one), cuprate. The reagents and catalysts are [Cu]I (copper(I) iodide). The solvent is CCOCC (ether), CCOCC (ether), CCOCC (ether). Run at temperature 0 celsius, time 3 hour. Product: C(C)(C)(C)C1=C(C=C(C(=C1O[SiH](C)C)Br)OC)C[C@@H]1C(C[C@@H](CC1(C)C)C)=O (cis-2-[(2'-tert-Butyl)dimethylsilyloxy-4'-bromo-5'-methoxyphenyl]methyl-3,3,5-trimethylcyclohexan-1-one). Reaction SMILES: [CH3:1][Mg]Br.[C:4]([C:8]1[C:13]([O:14][SiH:15]([CH3:17])[CH3:16])=[C:12]([Br:18])[C:11]([O:19][CH3:20])=[CH:10][C:9]=1[CH2:21][CH:22]1[C:27](=[O:28])[CH:26]=[CH:25][CH2:24][C:23]1([CH3:30])[CH3:29])([CH3:7])([CH3:6])[CH3:5]>CCOCC.[Cu]I>[C:4]([C:8]1[C:13]([O:14][SiH:15]([CH3:16])[CH3:17])=[C:12]([Br:18])[C:11]([O:19][CH3:20])=[CH:10][C:9]=1[CH2:21][C@H:22]1[C:23]([CH3:30])([CH3:29])[CH2:24][C@@H:25]([CH3:1])[CH2:26][C:27]1=[O:28])([CH3:7])([CH3:5])[CH3:6]. Procedure details: To a suspension of copper(I) iodide (2 mg) in 1 mL of anhydrous ether at 0°C. was added methylmagnesium bromide (0.106 mL of a 3.0 M solution in ether, 0.319 mmol, 1.00 equiv). Then enone 13 (149 mg, 0.319 mmol) in 2 mL of anhydrous ether was added slowly to the stirring cuprate mixture at a temperature maintained below 5° C., and upon completion of the addition, the reaction mixture was stirred at 0° C. for 3 h before quenching with a 4:1 mixture of saturated aqueous NH4Cl/NH4OH. The resultant ...